This data is from the Open Reaction Database (ORD), a public repository of structured organic reaction records. The task is: describe an organic reaction: reactants, conditions, products, and yield Starting materials: CCO, CNc1cc(Cl)cc(Cl)c1[N+](=O)[O-], N, O. Yields the product CNc1cc(Cl)cc(N)c1[N+](=O)[O-]. As a reaction SMILES: [CH3:16][CH2:17][OH:18].[Cl:1][c:2]1[c:3]([N+:11](=[O:12])[O-:13])[c:4]([NH:9][CH3:10])[cH:5][c:6]([Cl:8])[cH:7]1.[NH3:14].[OH2:15]>>[c:2]1([NH2:14])[c:3]([N+:11](=[O:12])[O-:13])[c:4]([NH:9][CH3:10])[cH:5][c:6]([Cl:8])[cH:7]1. Reactants: C(#N)C=1C(=CC2=C(C[C@H]3N(CC[C@@]2([C@@H]3C)C)C(C(F)(F)F)=O)C1)OS(=O)(=O)C(F)(F)F ((2R,6R,11S)-trifluoro-methanesulfonic acid 9-cyano-6,11-dimethyl-3-(2,2,2-trifluoro-acetyl)-1,2,3,4,5,6-hexahydro-2,6-methano-benzo[d]azocin-8-yl ester), [F-].[K+] (KF), [OH-].[Na+] (NaOH), polymethylhydrosiloxane. The reagents and catalysts are CC(=O)[O-].CC(=O)[O-].[Pd+2] (Pd(OAc)2). Run in O1CCCC1 (tetrahydrofuran), O (water). Run at time 1 hour. The product is C[C@@]12C3=C(C[C@@H](NCC1)[C@H]2C)C=C(C=C3)C#N ((2R,6R,11S)-6,11-Dimethyl-1,2,3,4,5,6-hexahydro-2,6-methano-benzo[d]azocine-9-carbonitrile). As a reaction SMILES: [F-].[K+].[C:3]([C:5]1[C:6](OS(C(F)(F)F)(=O)=O)=[CH:7][C:8]2[C@@:15]3([CH3:18])[C@H:16]([CH3:17])[C@H:11]([N:12](C(=O)C(F)(F)F)[CH2:13][CH2:14]3)[CH2:10][C:9]=2[CH:25]=1)#[N:4].[OH-].[Na+]>O.O1CCCC1.CC([O-])=O.CC([O-])=O.[Pd+2]>[CH3:18][C@:15]12[C@H:16]([CH3:17])[C@H:11]([NH:12][CH2:13][CH2:14]1)[CH2:10][C:9]1[CH:25]=[C:5]([C:3]#[N:4])[CH:6]=[CH:7][C:8]2=1 |f:0.1,3.4,7.8.9|. Procedure details: A solution of KF (76 mg) in water (1 mL) followed by polymethylhydrosiloxane (1.0 g) is added to a mixture of (2R,6R,11S)-trifluoro-methanesulfonic acid 9-cyano-6,11-dimethyl-3-(2,2,2-trifluoro-acetyl)-1,2,3,4,5,6-hexahydro-2,6-methano-benzo[d]azocin-8-yl ester (0.30 g) and Pd(OAc)2 (7 mg) in tetrahydrofuran (3 mL). The resulting mixture is stirred at room temperature overnight before 1 M NaOH (20 mL) is added. After stirring vigorously for 1 h, the organic phase is separated and the aqueous pha...